From a dataset of the Open Reaction Database (ORD), a public repository of structured organic reaction records. describe an organic reaction: reactants, conditions, products, and yield The reactants are COC(=O)N1CCC(CO[Si](C)(C)C(C)(C)C)CC1C, CCCC[N+](CCCC)(CCCC)CCCC, [F-]. Yields the product COC(=O)N1CCC(CO)CC1C. As a reaction SMILES: [C:1]([Si:2]([CH3:3])([CH3:4])[O:6][CH2:7][CH:8]1[CH2:9][CH:10]([CH3:18])[N:11]([C:14](=[O:15])[O:16][CH3:17])[CH2:12][CH2:13]1)([CH3:5])([CH3:19])[CH3:20].[CH2:22]([N+:23]([CH2:24][CH2:25][CH2:26][CH3:27])([CH2:28][CH2:29][CH2:30][CH3:31])[CH2:32][CH2:33][CH2:34][CH3:35])[CH2:36][CH2:37][CH3:38].[F-:21]>>[OH:6][CH2:7][CH:8]1[CH2:9][CH:10]([CH3:18])[N:11]([C:14](=[O:15])[O:16][CH3:17])[CH2:12][CH2:13]1. RXN SMILES: [CH2:1]([CH:2]=[CH2:3])[c:4]1[c:5]([OH:10])[cH:6][cH:7][cH:8][cH:9]1.[CH3:13][S:14]([CH3:15])=[O:16].[CH3:28][c:29]1[cH:30][cH:31][cH:32][cH:33][cH:34]1.[Cl:17][CH2:18][CH2:19][CH2:20][Si:21]([O:22][CH3:23])([O:24][CH3:25])[O:26][CH3:27].[Na+:12].[OH-:11]>>[CH2:1]([CH:2]=[CH2:3])[c:4]1[c:5]([O:10][CH2:18][CH2:19][CH2:20][Si:21]([O:22][CH3:23])([O:24][CH3:25])[O:26][CH3:27])[cH:6][cH:7][cH:8][cH:9]1. The product is C=CCc1ccccc1OCCC[Si](OC)(OC)OC. The reactants are C=CCc1ccccc1O, CS(C)=O, Cc1ccccc1, CO[Si](CCCCl)(OC)OC, [Na+], [OH-]. Starting materials: C=Cc1ccc(Br)cc1, CC(=O)[O-], CC(=O)[O-], CN(C)Cc1ccccc1, Cc1ccc(C)cc1, N#CC=Cc1ccc(C(=O)Cl)cc1, [Pd+2]. As a reaction SMILES: [Br:14][c:15]1[cH:16][cH:17][c:18]([CH:19]=[CH2:20])[cH:21][cH:22]1.[C:33]([O-:34])(=[O:35])[CH3:36].[C:38]([O-:39])(=[O:40])[CH3:41].[CH2:23]([N:24]([CH3:25])[CH3:26])[c:27]1[cH:28][cH:29][cH:30][cH:31][cH:32]1.[CH3:42][c:43]1[cH:44][cH:45][c:46]([CH3:47])[cH:48][cH:49]1.[Cl:1][C:2](=[O:3])[c:4]1[cH:5][cH:6][c:7]([CH:8]=[CH:9][C:10]#[N:11])[cH:12][cH:13]1.[Pd+2:37]>>[CH:2]([c:4]1[cH:5][cH:6][c:7]([CH:8]=[CH:9][C:10]#[N:11])[cH:12][cH:13]1)=[CH:19][c:18]1[cH:17][cH:16][c:15]([Br:14])[cH:22][cH:21]1. Yields the product N#CC=Cc1ccc(C=Cc2ccc(Br)cc2)cc1. Starting materials: ClC=1C=NC=C(C1NC(C1=CC(=C(C=C1)OC)O)=O)Cl (N-(3,5-dichloropyridin-4-yl)-3-hydroxy-4-methoxybenzamide), C([O-])([O-])=O.[K+].[K+] (potassium carbonate), O1C2COCC21 (3,4-epoxytetrahydrofuran), mixture 4. Run in CN(C=O)C (dimethylformamide). Reaction conditions: temperature 120 celsius. Product: ClC=1C=NC=C(C1NC(C1=CC(=C(C=C1)OC)OC1COCC1O)=O)Cl (N-(3,5-Dichloropyridin-4-yl)-3-(4-hydroxytetrahydrofuran-3-yloxy)-4-methoxybenzamide). Isolated yield 27.1%. RXN SMILES: [Cl:1][C:2]1[CH:3]=[N:4][CH:5]=[C:6]([Cl:20])[C:7]=1[NH:8][C:9](=[O:19])[C:10]1[CH:15]=[CH:14][C:13]([O:16][CH3:17])=[C:12]([OH:18])[CH:11]=1.C(=O)([O-])[O-].[K+].[K+].[O:27]1[CH:32]2[CH:28]1[CH2:29][O:30][CH2:31]2>CN(C)C=O>[Cl:20][C:6]1[CH:5]=[N:4][CH:3]=[C:2]([Cl:1])[C:7]=1[NH:8][C:9](=[O:19])[C:10]1[CH:15]=[CH:14][C:13]([O:16][CH3:17])=[C:12]([O:18][CH:32]2[CH:28]([OH:27])[CH2:29][O:30][CH2:31]2)[CH:11]=1 |f:1.2.3|. Procedure: 400 mg (1.2 mmol) of N-(3,5-dichloropyridin-4-yl)-3-hydroxy-4-methoxybenzamide (starting compound A16) and 540 mg (3.85 mmol) of potassium carbonate are stirred under a nitrogen atmosphere at RT for 1 h in 5 ml of dimethylformamide. The mixture is heated to 120° C. and 115 mg (1.3 mmol) of 3,4-epoxytetrahydrofuran are added to the reaction mixture 4×at an interval of 6 h in each case. The mixture is concentrated, 50 ml of water are added, it is acidified with 2 N HCl and extracted with 3×50 ml o... The reactants are hydrochloride salt, CC1(C2CNCC12)C=1C=C(C=CC1)NS(=O)(=O)C (N-[3-(6-methyl-3-azabicyclo[3.1.0]hex-6-yl)phenyl]methanesulfonamide), C(O)([O-])=O.[Na+] (sodium hydrogen carbonate), S1C=C(C=C1)/C=C/C(=O)O ((E)-3-(3-thienyl)-2-propenoic acid), O.ON1N=NC2=C1C=CC=C2 (1-hydroxybenzotriazole monohydrate), Cl.CN(CCCN=C=NCC)C (1-(3-dimethylaminopropyl)-3-ethylcarbodiimide hydrochloride). Run in CN(C=O)C (N,N-dimethylformamide). Run at time 10 minute. Product: CC1(C2CN(CC12)C(\C=C\C1=CSC=C1)=O)C=1C=C(C=CC1)NS(=O)(=O)C (N-(3-{6-Methyl-3-[(E)-3-(3-thienyl)-2-propenoyl]-3-azabicyclo[3.1.0]hex-6-yl}phenyl)methanesulfonamide). Yield: 82.4%. As a reaction SMILES: [S:1]1[CH:5]=[CH:4][C:3](/[CH:6]=[CH:7]/[C:8]([OH:10])=O)=[CH:2]1.O.ON1C2C=CC=CC=2N=N1.Cl.CN(C)CCCN=C=NCC.[CH3:34][C:35]1([C:41]2[CH:42]=[C:43]([NH:47][S:48]([CH3:51])(=[O:50])=[O:49])[CH:44]=[CH:45][CH:46]=2)[CH:40]2[CH:36]1[CH2:37][NH:38][CH2:39]2.C(=O)([O-])O.[Na+]>CN(C)C=O>[CH3:34][C:35]1([C:41]2[CH:42]=[C:43]([NH:47][S:48]([CH3:51])(=[O:50])=[O:49])[CH:44]=[CH:45][CH:46]=2)[CH:40]2[CH:36]1[CH2:37][N:38]([C:8](=[O:10])/[CH:7]=[CH:6]/[C:3]1[CH:4]=[CH:5][S:1][CH:2]=1)[CH2:39]2 |f:1.2,3.4,6.7|. Reported procedure: To a solution of (E)-3-(3-thienyl)-2-propenoic acid (200 mg, 1.08 nmmol) in N,N-dimethylformamide (20 ml) was added 1-hydroxybenzotriazole monohydrate (225 mg, 1.47 mmol) and 1-(3-dimethylaminopropyl)-3-ethylcarbodiimide hydrochloride (328 mg, 1.71 mmol). After stirring at room temperature for 10 min, the mixture was treated with the hydrochloride salt of N-[3-(6-methyl-3-azabicyclo[3.1.0]hex-6-yl)phenyl]methanesulfonamide (Preparation 53, 449 mg, 1.48 mmol) and sodium hydrogen carbonate (225 mg...